From a dataset of the Open Reaction Database (ORD), a public repository of structured organic reaction records. describe an organic reaction: reactants, conditions, products, and yield Starting materials: C1CCOC1, [Li+], [OH-], O, Cc1cccc(CCOC(=O)c2ccc(OCCc3cccc(C)c3)c(C=O)c2)c1. Product: Cc1cccc(CCOc2ccc(C(=O)O)cc2C=O)c1. Reaction SMILES: [CH2:34]1[O:35][CH2:36][CH2:37][CH2:38]1.[Li+:32].[OH-:31].[OH2:33].[c:1]1([CH3:2])[cH:3][cH:4][cH:5][c:6]([CH2:7][CH2:8][O:9][C:10]([c:11]2[cH:12][c:13]([CH:27]=[O:28])[c:14]([O:17][CH2:18][CH2:19][c:20]3[cH:21][c:22]([CH3:26])[cH:23][cH:24][cH:25]3)[cH:15][cH:16]2)=[O:29])[cH:30]1>>[O:9]=[C:10]([c:11]1[cH:12][c:13]([CH:27]=[O:28])[c:14]([O:17][CH2:18][CH2:19][c:20]2[cH:21][c:22]([CH3:26])[cH:23][cH:24][cH:25]2)[cH:15][cH:16]1)[OH:29]. Reactants: COCCOC, Nc1nccc(Cl)c1I, [Na+], [Na+], O=C([O-])[O-], OB(O)c1ccc(Oc2ccccc2)cc1, O, c1ccc(P(c2ccccc2)(c2ccccc2)[Pd](P(c2ccccc2)(c2ccccc2)c2ccccc2)(P(c2ccccc2)(c2ccccc2)c2ccccc2)P(c2ccccc2)(c2ccccc2)c2ccccc2)cc1. Product: Nc1nccc(Cl)c1-c1ccc(Oc2ccccc2)cc1. As a reaction SMILES: [CH3:32][O:33][CH2:34][CH2:35][O:36][CH3:37].[Cl:23][c:24]1[c:25]([I:31])[c:26]([NH2:30])[n:27][cH:28][cH:29]1.[Na+:1].[Na+:2].[O-:3][C:4](=[O:5])[O-:6].[O:7]([c:8]1[cH:9][cH:10][cH:11][cH:12][cH:13]1)[c:14]1[cH:15][cH:16][c:17]([B:20]([OH:21])[OH:22])[cH:18][cH:19]1.[OH2:38].[cH:39]1[cH:40][cH:41][c:42]([P:43]([Pd:44]([P:45]([c:46]2[cH:47][cH:48][cH:49][cH:50][cH:51]2)([c:52]2[cH:53][cH:54][cH:55][cH:56][cH:57]2)[c:58]2[cH:59][cH:60][cH:61][cH:62][cH:63]2)([P:64]([c:65]2[cH:66][cH:67][cH:68][cH:69][cH:70]2)([c:71]2[cH:72][cH:73][cH:74][cH:75][cH:76]2)[c:77]2[cH:78][cH:79][cH:80][cH:81][cH:82]2)[P:83]([c:84]2[cH:85][cH:86][cH:87][cH:88][cH:89]2)([c:90]2[cH:91][cH:92][cH:93][cH:94][cH:95]2)[c:96]2[cH:97][cH:98][cH:99][cH:100][cH:101]2)([c:102]2[cH:103][cH:104][cH:105][cH:106][cH:107]2)[c:108]2[cH:109][cH:110][cH:111][cH:112][cH:113]2)[cH:114][cH:115]1>>[O:7]([c:8]1[cH:9][cH:10][cH:11][cH:12][cH:13]1)[c:14]1[cH:15][cH:16][c:17](-[c:25]2[c:24]([Cl:23])[cH:29][cH:28][n:27][c:26]2[NH2:30])[cH:18][cH:19]1. Reactants: BrCC1CCCCC1, Cn1cc(-c2cn(COCC[Si](C)(C)C)c3ncc(O)cc23)cn1, CC(C)=O, [K+], [K+], O=C([O-])[O-]. Yields the product Cn1cc(-c2cn(COCC[Si](C)(C)C)c3ncc(OCC4CCCCC4)cc23)cn1. RXN SMILES: [Br:25][CH2:26][CH:27]1[CH2:28][CH2:29][CH2:30][CH2:31][CH2:32]1.[CH3:1][n:2]1[n:3][cH:4][c:5](-[c:7]2[cH:8][n:9]([CH2:17][O:18][CH2:19][CH2:20][Si:21]([CH3:22])([CH3:23])[CH3:24])[c:10]3[n:11][cH:12][c:13]([OH:16])[cH:14][c:15]23)[cH:6]1.[CH3:39][C:40](=[O:41])[CH3:42].[K+:33].[K+:34].[O-:35][C:36]([O-:37])=[O:38]>>[CH3:1][n:2]1[n:3][cH:4][c:5](-[c:7]2[cH:8][n:9]([CH2:17][O:18][CH2:19][CH2:20][Si:21]([CH3:22])([CH3:23])[CH3:24])[c:10]3[n:11][cH:12][c:13]([O:16][CH2:26][CH:27]4[CH2:28][CH2:29][CH2:30][CH2:31][CH2:32]4)[cH:14][c:15]23)[cH:6]1. The reactants are COC(Cl)Cl, ClCCl, Cl, O, COC(=O)Cc1cc(O)cc(O)c1-c1ccccc1, Cl[Sn](Cl)(Cl)Cl. Yields the product COC(=O)Cc1c(C=O)c(O)cc(O)c1-c1ccccc1. As a reaction SMILES: [CH3:20][O:21][CH:22]([Cl:23])[Cl:24].[Cl:31][CH2:32][Cl:33].[ClH:30].[OH2:34].[OH:1][c:2]1[c:3](-[c:14]2[cH:15][cH:16][cH:17][cH:18][cH:19]2)[c:4]([CH2:9][C:10](=[O:11])[O:12][CH3:13])[cH:5][c:6]([OH:8])[cH:7]1.[Sn:25]([Cl:26])([Cl:27])([Cl:28])[Cl:29]>>[OH:1][c:2]1[c:3](-[c:14]2[cH:15][cH:16][cH:17][cH:18][cH:19]2)[c:4]([CH2:9][C:10](=[O:11])[O:12][CH3:13])[c:5]([CH:20]=[O:21])[c:6]([OH:8])[cH:7]1. The reactants are C1(=CC=CC=C1)COC1=C2C=NNC2=CC=C1 (4-[(Phenylmethyl)oxy]-1H-indazole), CC=1C=C(C=CC1OC)B(O)O ([3-methyl-4-(methyloxy)phenyl]boronic acid), N1=CC=CC=C1 (pyridine). The reagents and catalysts are C(C)(=O)[O-].[Cu+2].C(C)(=O)[O-] (copper (II) acetate). The solvent is C(Cl)Cl (DCM). Yields the product CC=1C=C(C=CC1OC)N1N=CC2=C(C=CC=C12)OCC1=CC=CC=C1 (1-[3-Methyl-4-(methyloxy)phenyl]-4-[(phenylmethyl)oxy]-1H-indazole). The yield is 73.2%. RXN SMILES: [C:1]1([CH2:7][O:8][C:9]2[CH:17]=[CH:16][CH:15]=[C:14]3[C:10]=2[CH:11]=[N:12][NH:13]3)[CH:6]=[CH:5][CH:4]=[CH:3][CH:2]=1.[CH3:18][C:19]1[CH:20]=[C:21](B(O)O)[CH:22]=[CH:23][C:24]=1[O:25][CH3:26].N1C=CC=CC=1>C(Cl)Cl.C([O-])(=O)C.[Cu+2].C([O-])(=O)C>[CH3:18][C:19]1[CH:20]=[C:21]([N:13]2[C:14]3[C:10](=[C:9]([O:8][CH2:7][C:1]4[CH:2]=[CH:3][CH:4]=[CH:5][CH:6]=4)[CH:17]=[CH:16][CH:15]=3)[CH:11]=[N:12]2)[CH:22]=[CH:23][C:24]=1[O:25][CH3:26] |f:4.5.6|. Procedure: The 4-[(phenylmethyl)oxy]-1H-indazole (D1) (500 mg, 2.23 mmol), the [3-methyl-4-(methyloxy)phenyl]boronic acid (740 mg, 4.46 mmol), copper (II) acetate (608 mg, 3.345 mmol), pyridine (0.36 mL, 4.46 mmol) and powdered molecular sieves (400 mg) in DCM (75 mL) were stirred at room temperature in the presence of air. After 41 hours the mixture was filtered through a pad of celite and washed with water. The aqueous was re-extracted with DCM and the combined organics were washed with brine and dried o... The reactants are ClC=1C=NC=2CCCC3(NC(NC3=O)=O)C2C1 (3-Chlorospiro-[5,6,7,8-tetrahydroquinolin-5,4'-imidazolidine]-2',5'-dione), [OH-].[Ba+2].[OH-] (barium hydroxide), C([O-])([O-])=O.[NH4+].[NH4+] (ammonium carbonate). Reaction SMILES: [Cl:1][C:2]1[CH:3]=[N:4][C:5]2[CH2:6][CH2:7][CH2:8][C:9]3([C:16]=2[CH:17]=1)[C:13](=[O:14])NC(=O)[NH:10]3.[OH-].[Ba+2].[OH-].C(=O)([O-])[O-:22].[NH4+].[NH4+]>O>[NH2:10][C:9]1([C:13]([OH:14])=[O:22])[CH2:8][CH2:7][CH2:6][C:5]2[N:4]=[CH:3][C:2]([Cl:1])=[CH:17][C:16]1=2 |f:1.2.3,4.5.6|. The solvent is O (water). Run at temperature 50 celsius, time 0.5 hour. Product: NC1(C=2C=C(C=NC2CCC1)Cl)C(=O)O (5-amino-3-chloro-5,6,7,8-tetrahydroquinoline-5-carboxylic acid). Isolated yield 75.0%. Procedure: 3-Chlorospiro-[5,6,7,8-tetrahydroquinolin-5,4'-imidazolidine]-2',5'-dione, (20 grams, 0.0795 mol) and barium hydroxide (50 grams, 0.159 mol) in water (300 ml) were heated at reflux for 48 hours. The solution was cooled to 50° C. and ammonium carbonate (16 grams, 0.167 mol) was added in portions. After 0.5 hours, the aqueous suspension was filtered and the solids washed with warm water. The filtrate was evaporated in vacuo to a solid. This was slurried in isopropanol (200 ml) was the solvent was ... Starting materials: ice water, C1(CCCC1)=O (cyclopentanone), C(C(=O)OCC)(=O)OCC (diethyl oxalate), [H-].[Na+] (sodium hydride). Solvent: O1CCCC1 (tetrahydrofuran), O1CCCC1 (tetrahydrofuran). Conditions: temperature 0 celsius, time 10 minute. Product: O=C(C(=O)OCC)C1C(CCC1)=O (ethyl oxo-(2-oxocyclopentyl)acetate). RXN SMILES: [C:1]1(=[O:6])[CH2:5][CH2:4][CH2:3][CH2:2]1.[C:7](OCC)(=[O:13])[C:8]([O:10][CH2:11][CH3:12])=[O:9].[H-].[Na+]>O1CCCC1>[O:13]=[C:7]([CH:2]1[CH2:3][CH2:4][CH2:5][C:1]1=[O:6])[C:8]([O:10][CH2:11][CH3:12])=[O:9] |f:2.3|. Procedure details: A solution of 15.5 mL (0.175 mol) of cyclopentanone and 23.8 mL (0.175 mol) of diethyl oxalate in 90 mL of tetrahydrofuran are added dropwise at 0° C. to a suspension of 7.0 g (0.175 mol) of sodium hydride (50% in oil) in 60 mL of tetrahydrofuran. The mixture is stirred for another 10 minutes at 0° C. and then heated to ambient temperature. After 5 hours, an exothermic reaction sets in and the mixture heats up to 50° C. After 16 hours, it is combined with ice water and extracted with ether. The ... The reactants are [OH-].[K+] (KOH), [N+](=[N-])=CCCCC (1-diazopentane), C(CCCC)N(C(=N)N[N+](=O)[O-])N=O (1-pentyl-3-nitro-1-nitrosoguanidine), C[Si](C(C(C(C=C)C1=CC=CC=C1)(F)F)=O)(C)C (Trimethyl-(2,2-difluoro-3-phenyl-4-pentenoyl)silane). Solvent: C(C)OCC (ethyl ether), C(C)OCC (diethyl ether). Conditions: temperature 0 celsius, time 12 hour. Product: FC(C(C=C)C1=CC=CC=C1)(C(CCCCC)=O)F (4,4-Difluoro-3-phenyl-1-decen-5-one). Yield: 24.0%. RXN SMILES: C[Si](C)(C)[C:3](=[O:16])[C:4]([F:15])([F:14])[CH:5]([C:8]1[CH:13]=[CH:12][CH:11]=[CH:10][CH:9]=1)[CH:6]=[CH2:7].[N+](=[CH:21][CH2:22][CH2:23][CH2:24][CH3:25])=[N-].C(N(N=O)C(N[N+]([O-])=O)=N)CCCC.[OH-].[K+]>C(OCC)C>[F:14][C:4]([F:15])([C:3](=[O:16])[CH2:21][CH2:22][CH2:23][CH2:24][CH3:25])[CH:5]([C:8]1[CH:13]=[CH:12][CH:11]=[CH:10][CH:9]=1)[CH:6]=[CH2:7] |f:3.4|. Procedure: Trimethyl-(2,2-difluoro-3-phenyl-4-pentenoyl)silane (400 mg, 1.5 mmol) was dissolved in diethyl ether (10 ml). The resulting solution was cooled to 0° C. and etheral 1-diazopentane [prepared from 1-pentyl-3-nitro-1-nitrosoguanidine (0.6 g) added slowly to a two-phase mixture of aqueous KOH (0.67 g in 2 ml of water) and ethyl ether (10 ml)] was added dropwise. The mixture was then stirred at room temperature for 12 hours, refluxed for 0.5 hours and allowed to cool to room temperature. Excess diaz... The reactants are FC(C1=CC=C(C=C1)[C@H](C)N)(F)F ((S)-1-(4-(trifluoromethyl)phenyl)ethanamine), C(C)(C)(C)OC(=O)C1=C(C=CC=C1)C1=CC=C(C=C1)CN1C(=C(C2=CC(=CC=C12)C(=O)O)C)C (1-((2′-(tert-butoxycarbonyl)-[1,1′-biphenyl]-4-yl)methyl)-2,3-dimethyl-1H-indole-5-carboxylic acid). Yields the product CC=1N(C2=CC=C(C=C2C1C)C(N[C@@H](C)C1=CC=C(C=C1)C(F)(F)F)=O)CC1=CC=C(C=C1)C=1C(=CC=CC1)C(=O)O ((S)-4′-((2,3-dimethyl-5-((1-(4-(trifluoromethyl)phenyl)ethyl)carbamoyl)-1H-indol-1-yl)methyl)-[1,1′-biphenyl]-2-carboxylic acid). As a reaction SMILES: [F:1][C:2]([F:13])([F:12])[C:3]1[CH:8]=[CH:7][C:6]([C@@H:9]([NH2:11])[CH3:10])=[CH:5][CH:4]=1.C([O:18][C:19]([C:21]1[CH:26]=[CH:25][CH:24]=[CH:23][C:22]=1[C:27]1[CH:32]=[CH:31][C:30]([CH2:33][N:34]2[C:42]3[C:37](=[CH:38][C:39]([C:43](O)=[O:44])=[CH:40][CH:41]=3)[C:36]([CH3:46])=[C:35]2[CH3:47])=[CH:29][CH:28]=1)=[O:20])(C)(C)C>>[CH3:47][C:35]1[N:34]([CH2:33][C:30]2[CH:31]=[CH:32][C:27]([C:22]3[C:21]([C:19]([OH:20])=[O:18])=[CH:26][CH:25]=[CH:24][CH:23]=3)=[CH:28][CH:29]=2)[C:42]2[C:37]([C:36]=1[CH3:46])=[CH:38][C:39]([C:43](=[O:44])[NH:11][C@H:9]([C:6]1[CH:5]=[CH:4][C:3]([C:2]([F:12])([F:13])[F:1])=[CH:8][CH:7]=1)[CH3:10])=[CH:40][CH:41]=2. Procedure details: The title compound was prepared following the same general protocol as described in Step 8-9, Example 1, using the (S)-1-(4-(trifluoromethyl)phenyl)ethanamine and the 1-((2′-(tert-butoxycarbonyl)-[1,1′-biphenyl]-4-yl)methyl)-2,3-dimethyl-1H-indole-5-carboxylic acid. ESI-MS (m/z): 571 [M+H]+.